This data is from the Open Reaction Database (ORD), a public repository of structured organic reaction records. The task is: describe an organic reaction: reactants, conditions, products, and yield Reactants: C(#N)C1=CC=C(C=C1)C1(N(C(N(C1=O)C1=CC(=C(C#N)C=C1)C(F)(F)F)=O)C)COCC=C (4-[4-(4-cyanophenyl)-2,5-dioxo-3-methyl-4-[(2-propenyloxy)methyl]imidazolidin-1-yl]-2-trifluoromethylbenzonitrile). The solvent is C(Cl)Cl (DCM), C(Cl)Cl (DCM). Conditions: time 8 hour. Yields the product C(#N)C1=CC=C(C=C1)C1(N(C(N(C1=O)C1=CC(=C(C#N)C=C1)C(F)(F)F)=O)C)CO (4-[4-(4-Cyanophenyl)-2,5-dioxo-4-hydroxymethyl-3-methylimidazolidin-1-yl]-2-trifluoromethylbenzonitrile). As a reaction SMILES: [C:1]([C:3]1[CH:8]=[CH:7][C:6]([C:9]2([CH2:29][O:30]CC=C)[C:13](=[O:14])[N:12]([C:15]3[CH:22]=[CH:21][C:18]([C:19]#[N:20])=[C:17]([C:23]([F:26])([F:25])[F:24])[CH:16]=3)[C:11](=[O:27])[N:10]2[CH3:28])=[CH:5][CH:4]=1)#[N:2]>C(Cl)Cl>[C:1]([C:3]1[CH:8]=[CH:7][C:6]([C:9]2([CH2:29][OH:30])[C:13](=[O:14])[N:12]([C:15]3[CH:22]=[CH:21][C:18]([C:19]#[N:20])=[C:17]([C:23]([F:26])([F:24])[F:25])[CH:16]=3)[C:11](=[O:27])[N:10]2[CH3:28])=[CH:5][CH:4]=1)#[N:2]. Procedure details: To a solution of 433 mg of 4-[4-(4-cyanophenyl)-2,5-dioxo-3-methyl-4-[(2-propenyloxy)methyl]imidazolidin-1-yl]-2-trifluoromethylbenzonitrile obtained in Step 5 in DCM (5 mL), 600 μL of boron trifluoride-dimethyl sulfide complex is added. The mixture is stirred 8 hours at rt, diluted with DCM, washed with an aqueous solution of sodium bicarbonate, dried over magnesium sulfate, concentrated and purified on silica gel (ethyl acetate/cyclohexane: 0/100 to 50/50) to give the desired compound.